Dataset: the Open Reaction Database (ORD), a public repository of structured organic reaction records. Task: describe an organic reaction: reactants, conditions, products, and yield Starting materials: Nc1cccc(Br)c1, Cl, O=N[O-], [Na+]. Product: NNc1cccc(Br)c1, Cl. RXN SMILES: [Br:1][c:2]1[cH:3][c:4]([NH2:5])[cH:6][cH:7][cH:8]1.[ClH:13].[N:9]([O-:10])=[O:11].[Na+:12]>>[Br:1][c:2]1[cH:3][c:4]([NH:5][NH2:9])[cH:6][cH:7][cH:8]1.[ClH:13].